This data is from the Open Reaction Database (ORD), a public repository of structured organic reaction records. The task is: describe an organic reaction: reactants, conditions, products, and yield Starting materials: O (water), [H-].[Al+3].[Li+].[H-].[H-].[H-] (lithium aluminium hydride), CCOCC (Et2O), O1CC(CCC1)CC(=O)O (tetrahydro-2H-pyran-3-ylacetic acid). The solvent is C1CCOC1 (THF). Conditions: time 1 hour. The product is O1CC(CCC1)CCO (2-(Tetrahydro-2H-pyran-3-yl)ethanol). Reaction SMILES: [H-].[Al+3].[Li+].[H-].[H-].[H-].CCOCC.[O:12]1[CH2:17][CH2:16][CH2:15][CH:14]([CH2:18][C:19](O)=[O:20])[CH2:13]1.O>C1COCC1>[O:12]1[CH2:17][CH2:16][CH2:15][CH:14]([CH2:18][CH2:19][OH:20])[CH2:13]1 |f:0.1.2.3.4.5|. Procedure details: A solution of lithium aluminium hydride in Et2O (4.16 ml, 4.16 mmol) was added dropwise to a solution of tetrahydro-2H-pyran-3-ylacetic acid (Tet. Lett. 2003, 44, 6355) (0.6 g, 4.16 mmol) in THF (5 ml) at room temperature under nitrogen. The mixture was stirred for 1 hour and was treated very slowly dropwise with water (1 ml). After the reaction was quenched, aqueous sodium hydroxide (2N, 1 ml) was added and the mixture was stirred for 5 min. The suspension was filtered through Hyflo and evapora... The reactants are FC=1C=C(C=CC1)C1=NC=C(C(=N1)C)C(=O)O (2-(3-fluoro-phenyl)-4-methyl-pyrimidine-5-carboxylic acid), FC=1C=C2C(=CN(C2=CC1)N)CCC=1C=NC=CC1 (5-fluoro-3-(2-pyridin-3-yl-ethyl)-indol-1-ylamine), C[N+]1(CCOCC1)C2=NC(=NC(=N2)OC)OC.[Cl-] (DMTMM). The solvent is C(=O)([O-])[O-].[Na+].[Na+] (Na2CO3), CN(C)C=O (DMF). Run at temperature 50 celsius, time 0.5 hour. Product: FC=1C=C2C(=CN(C2=CC1)NC(=O)C=1C(=NC(=NC1)C1=CC(=CC=C1)F)C)CCC=1C=NC=CC1 (2-(3-fluoro-phenyl)-4-methyl-pyrimidine-5-carboxylic acid [5-fluoro-3-(2-pyridin-3-yl-ethyl)-indol-1-yl]-amide). The yield is 1.3%. Reaction SMILES: [F:1][C:2]1[CH:3]=[C:4]([C:8]2[N:13]=[C:12]([CH3:14])[C:11]([C:15]([OH:17])=O)=[CH:10][N:9]=2)[CH:5]=[CH:6][CH:7]=1.[F:18][C:19]1[CH:20]=[C:21]2[C:25](=[CH:26][CH:27]=1)[N:24]([NH2:28])[CH:23]=[C:22]2[CH2:29][CH2:30][C:31]1[CH:32]=[N:33][CH:34]=[CH:35][CH:36]=1.C[N+]1(C2N=C(OC)N=C(OC)N=2)CCOCC1.[Cl-]>CN(C=O)C.C([O-])([O-])=O.[Na+].[Na+]>[F:18][C:19]1[CH:20]=[C:21]2[C:25](=[CH:26][CH:27]=1)[N:24]([NH:28][C:15]([C:11]1[C:12]([CH3:14])=[N:13][C:8]([C:4]3[CH:5]=[CH:6][CH:7]=[C:2]([F:1])[CH:3]=3)=[N:9][CH:10]=1)=[O:17])[CH:23]=[C:22]2[CH2:29][CH2:30][C:31]1[CH:32]=[N:33][CH:34]=[CH:35][CH:36]=1 |f:2.3,5.6.7|. Procedure: A solution of 2-(3-fluoro-phenyl)-4-methyl-pyrimidine-5-carboxylic acid (232 mg, 1 mmol) and 5-fluoro-3-(2-pyridin-3-yl-ethyl)-indol-1-ylamine (255 mmol) in DMF (10 mL) is stirred at 50° C. for 10 min. The mixture is treated with DMTMM (276 mg, 1 mmol) and stirred at 50° C. for 0.5 h. The mixture is diluted with saturated aqueous Na2CO3 (50 mL), and extracted with EtOAc (3×50 mL). The combined organic layer is dried (Na2SO4), filtered and concentrated in vacuo. The residue is purified by tritura... Reported procedure: A mixture of 3-[4-chloro-3-(4,5-dihydro-1H-imidazol-2-yl)-5-methylpyrazol-1-yl]-1-[1-(4-fluorophenyl)-5-isopropylpyrazol-4-yl]pyrrolidin-2-one (0.041 g, 0.087 mmol) and Dess-Martin periodinane (0.150 g, 0.35 mmol) in DMSO (2.0 mL) was stirred at 80° C. for 1.5 hr. The mixture was then cooled to room temperature, quenched with sat. aq. NaHCO3 (50 mL), and extracted with EtOAc (50 mL). The organic layer was separated, dried over anhydrous sodium sulfate, concentrated in vacuo and purified by rever... Reactants: ClC=1C(=NN(C1C)C1C(N(CC1)C=1C=NN(C1C(C)C)C1=CC=C(C=C1)F)=O)C=1NCCN1 (3-[4-chloro-3-(4,5-dihydro-1H-imidazol-2-yl)-5-methylpyrazol-1-yl]-1-[1-(4-fluorophenyl)-5-isopropylpyrazol-4-yl]pyrrolidin-2-one), CC(=O)OI1(C=2C=CC=CC2C(=O)O1)(OC(=O)C)OC(=O)C (Dess-Martin periodinane). Yield: 61.4%. Yields the product ClC=1C(=NN(C1C)C1C(N(CC1)C=1C=NN(C1C(C)C)C1=CC=C(C=C1)F)=O)C=1NC=CN1 (3-[4-chloro-3-(1H-imidazol-2-yl)-5-methylpyrazol-1-yl]-1-[1-(4-fluorophenyl)-5-isopropylpyrazol-4-yl]pyrrolidin-2-one). Solvent: CS(=O)C (DMSO). Conditions: temperature 80 celsius, time 1.5 hour. RXN SMILES: [Cl:1][C:2]1[C:3]([C:29]2[NH:30][CH2:31][CH2:32][N:33]=2)=[N:4][N:5]([CH:8]2[CH2:12][CH2:11][N:10]([C:13]3[CH:14]=[N:15][N:16]([C:21]4[CH:26]=[CH:25][C:24]([F:27])=[CH:23][CH:22]=4)[C:17]=3[CH:18]([CH3:20])[CH3:19])[C:9]2=[O:28])[C:6]=1[CH3:7].CC(OI1(OC(C)=O)(OC(C)=O)OC(=O)C2C=CC=CC1=2)=O>CS(C)=O>[Cl:1][C:2]1[C:3]([C:29]2[NH:33][CH:32]=[CH:31][N:30]=2)=[N:4][N:5]([CH:8]2[CH2:12][CH2:11][N:10]([C:13]3[CH:14]=[N:15][N:16]([C:21]4[CH:22]=[CH:23][C:24]([F:27])=[CH:25][CH:26]=4)[C:17]=3[CH:18]([CH3:20])[CH3:19])[C:9]2=[O:28])[C:6]=1[CH3:7]. Starting materials: BrC=1N=C(N(C1)C)N(C1=CC=C(C(=N)N)C=C1)CC1=C(C(=CC(=C1)OCC)OC(C)C)F (4-((4-bromo-1-methyl-1H-imidazol-2-yl)(5-ethoxy-2-fluoro-3-isopropoxyphenyl)methylamino)benzamidine), C(C)C=1C=CC(=C(C=CC2=CC=C(C#N)C=C2)C1)F (4-(5-ethyl-2-fluorostyryl)benzonitrile), BrC=1N=CN(C1)C (4-bromo-1-methyl-1H-imidazole). Yields the product BrC=1N=C(N(C1)C)N(C1=CC=C(C#N)C=C1)CC1=C(C=CC(=C1)CC)F (4-((4-bromo-1-methyl-1H-imidazol-2-yl)(5-ethyl-2-fluorophenyl)methylamino)benzonitrile). RXN SMILES: [Br:1][C:2]1[N:3]=[C:4]([N:8]([CH2:18][C:19]2[CH:24]=[C:23](OCC)[CH:22]=[C:21](OC(C)C)[C:20]=2[F:32])[C:9]2[CH:17]=[CH:16][C:12]([C:13](N)=[NH:14])=[CH:11][CH:10]=2)[N:5]([CH3:7])[CH:6]=1.[CH2:33](C1C=CC(F)=C(C=1)C=CC1C=CC(C#N)=CC=1)[CH3:34].BrC1N=CN(C)C=1>>[Br:1][C:2]1[N:3]=[C:4]([N:8]([CH2:18][C:19]2[CH:24]=[C:23]([CH2:33][CH3:34])[CH:22]=[CH:21][C:20]=2[F:32])[C:9]2[CH:17]=[CH:16][C:12]([C:13]#[N:14])=[CH:11][CH:10]=2)[N:5]([CH3:7])[CH:6]=1. Reported procedure: According to procedure for the preparation of Intermediate 259.1, Intermediate 262.1 and 4-bromo-1-methyl-1H-imidazole afforded Intermediate 262.2. As a reaction SMILES: Cl[Si](C)(C)C.BrCCBr.Br[CH:11]1[CH2:16][CH2:15][O:14][CH2:13][CH2:12]1.[Cl:17][C:18]1[CH:23]=[C:22](I)[CH:21]=[C:20]([Cl:25])[N:19]=1>CN(C)C(=O)C.[Zn].C1C=CC(P(C2C=CC=CC=2)[C-]2C=CC=C2)=CC=1.C1C=CC(P(C2C=CC=CC=2)[C-]2C=CC=C2)=CC=1.Cl[Pd]Cl.[Fe+2]>[Cl:17][C:18]1[CH:23]=[C:22]([CH:11]2[CH2:16][CH2:15][O:14][CH2:13][CH2:12]2)[CH:21]=[C:20]([Cl:25])[N:19]=1 |f:6.7.8.9|. Product: ClC1=NC(=CC(=C1)C1CCOCC1)Cl (2,6-dichloro-4-(tetrahydro-2H-pyran-4-yl)pyridine). The yield is 70.6%. Reagents/catalysts: [Zn] (zinc), C1=CC=C(C=C1)P([C-]2C=CC=C2)C3=CC=CC=C3.C1=CC=C(C=C1)P([C-]2C=CC=C2)C3=CC=CC=C3.Cl[Pd]Cl.[Fe+2] ([1,1′-bis(diphenylphosphino)ferrocene]dichloropalladium(II)). Reaction conditions: temperature 80 celsius, time 30 minute. Solvent: CN(C(C)=O)C (N,N-dimethylacetamide), CN(C(C)=O)C (N,N-dimethylacetamide). The reactants are BrC1CCOCC1 (4-bromotetrahydro-2H-pyran), cuprous iodide, ClC1=NC(=CC(=C1)I)Cl (2,6-dichloro-4-iodo-pyridine), Cl[Si](C)(C)C (chlorotrimethylsilane), BrCCBr (1,2-dibromoethane). Reported procedure: To a 100 mL round-bottomed flask containing zinc dust (2.03 g, 31.0 mmol, 1.70 equiv) in N,N-dimethylacetamide (20 mL) was added chlorotrimethylsilane (0.473 mL, 3.65 mmol, 0.200 equiv) and 1,2-dibromoethane (0.318 mL, 3.65 mmol, 0.200 equiv) over 10 min. A solution of 4-bromotetrahydro-2H-pyran (2.88 mL, 25.6 mmol, 1.40 equiv) in N,N-dimethylacetamide (15 mL) was then added to the mixture. After 30 min, the reaction mixture was filtered over Celite and added to a round-bottomed flask containing... The reactants are ClC=1C(=NC=CN1)N (3-chloropyrazin-2-amine), C([O-])([O-])=O.[Na+].[Na+] (sodium carbonate), FC1=C(C(=O)OC)C=CC(=C1)B1OC(C(O1)(C)C)(C)C (methyl 2-fluoro-4-(4,4,5,5-tetramethyl-1,3,2-dioxaborolan-2-yl)benzoate). The reagents and catalysts are C1=CC=C(C=C1)P([C-]2C=CC=C2)C3=CC=CC=C3.C1=CC=C(C=C1)P([C-]2C=CC=C2)C3=CC=CC=C3.Cl[Pd]Cl.[Fe+2].C(Cl)Cl (PdCl2(dppf) CH2Cl2). Solvent: COCCOC (DME). Run at temperature 100 celsius. The product is NC=1C(=NC=CN1)C1=CC(=C(C(=O)OC)C=C1)F (methyl 4-(3-aminopyrazin-2-yl)-2-fluorobenzoate). Yield: 111.1%. Reaction SMILES: Cl[C:2]1[C:3]([NH2:8])=[N:4][CH:5]=[CH:6][N:7]=1.C(=O)([O-])[O-].[Na+].[Na+].[F:15][C:16]1[CH:25]=[C:24](B2OC(C)(C)C(C)(C)O2)[CH:23]=[CH:22][C:17]=1[C:18]([O:20][CH3:21])=[O:19]>COCCOC.C1C=CC(P(C2C=CC=CC=2)[C-]2C=CC=C2)=CC=1.C1C=CC(P(C2C=CC=CC=2)[C-]2C=CC=C2)=CC=1.Cl[Pd]Cl.[Fe+2].C(Cl)Cl>[NH2:8][C:3]1[C:2]([C:24]2[CH:23]=[CH:22][C:17]([C:18]([O:20][CH3:21])=[O:19])=[C:16]([F:15])[CH:25]=2)=[N:7][CH:6]=[CH:5][N:4]=1 |f:1.2.3,6.7.8.9.10|. Procedure: To a mixture of 3-chloropyrazin-2-amine (5 g, 38.6 mmol) in DME (160 mL) and aq. 2 M sodium carbonate (40 mL, 80 mmol) was added methyl 2-fluoro-4-(4,4,5,5-tetramethyl-1,3,2-dioxaborolan-2-yl)benzoate (12.97 g, 46.3 mmol) followed by PdCl2(dppf)-CH2Cl2 adduct (3.15 g, 3.86 mmol). The reaction mixture was purged with N2 and heated in an oil bath at 100° C. for 3-4 h. The reaction mixture was partitioned between ethylacetate and water. The organic layer was separated, washed with brine, dried over...